From a dataset of the Open Reaction Database (ORD), a public repository of structured organic reaction records. describe an organic reaction: reactants, conditions, products, and yield Reactants: ICCCCCCC (1-iodoheptane), [H-].[Na+] (Sodium hydride), C(C)(=O)C=1C=C2C(CC(NC2=CC1)=O)(C)C (6-acetyl-4,4-dimethyl-3,4-dihydro-1H-quinolin-2-one), C(C)(=O)C=1C=C2C(CC(NC2=CC1)=O)(C)C (6-acetyl-4,4-dimethyl-3,4-dihydro-1H-quinolin-2-one). Run in CN(C)C=O (DMF). Conditions: temperature 0 celsius, time 10 minute. Yields the product C(CCCCCC)N1C(CC(C2=CC(=CC=C12)C(C)=O)(C)C)=O (N-Heptyl-6-acetyl-4,4-dimethyl-3,4-dihydro-1H-quinolin-2-one). Isolated yield 0.7%. Reaction SMILES: [H-].[Na+].[C:3]([C:6]1[CH:7]=[C:8]2[C:13](=[CH:14][CH:15]=1)[NH:12][C:11](=[O:16])[CH2:10][C:9]2([CH3:18])[CH3:17])(=[O:5])[CH3:4].I[CH2:20][CH2:21][CH2:22][CH2:23][CH2:24][CH2:25][CH3:26]>CN(C=O)C>[CH2:20]([N:12]1[C:13]2[C:8](=[CH:7][C:6]([C:3](=[O:5])[CH3:4])=[CH:15][CH:14]=2)[C:9]([CH3:18])([CH3:17])[CH2:10][C:11]1=[O:16])[CH2:21][CH2:22][CH2:23][CH2:24][CH2:25][CH3:26] |f:0.1|. Procedure details: Sodium hydride (21.0 mg, 90.0 mmol) was slowly added into a solution of 6-acetyl-4,4-dimethyl-3,4-dihydro-1H-quinolin-2-one (Compound 28, 98.0 mg, 45.0 mmol) in 3 mL of DMF at 0° C. After stirring at 0° C. for 10 min, 1-iodoheptane (30.5 mg, 135.0 mmol) was added to the reaction mixture and the ice-bath was removed. The reaction mixture was allowed to stir for 2 h and then quenched with ice water. The resulting solution was then extracted with ether (3×10 mL), washed with brine (1×10 mL), dried ... Run in C(C)#N (acetonitrile). Reported procedure: To a R.T. solution of 2-chloroacetic acid 2-methyl-1-(4-(methylsulfonyl)phenyl)propan-1-one ester (954 mg, 3 mmol, example 25) in acetonitrile (15 mL) was added 3,5-dichloro-2-pyridone (656 mg, 4.0 mmol) followed by DBU (2.28 g, 15 mmol) and the mixture was slowly warmed up to gentle reflux for 2 hours. The mixture was cooled to 25° C. the volatiles were removed in vacuo. The residue was purified on silica gel chromatography (1/1, EtOAc/Hexanes then 100% EtOAc)) to provide the title compound. Reaction SMILES: [Cl:1][C:2]1[CH:3]=[CH:4][C:5]([O:8][C:9]2[C:10](=[O:26])[O:11][C:12]([CH3:25])([CH3:24])[C:13]=2[C:14]2[CH:19]=[CH:18][C:17]([S:20]([CH3:23])(=[O:22])=[O:21])=[CH:16][CH:15]=2)=[N:6][CH:7]=1.[Cl:27]C1C(=O)NC=C(Cl)C=1.C1CCN2C(=NCCC2)CC1>C(#N)C>[CH3:25][C:12]1([CH3:24])[O:11][C:10](=[O:26])[C:9]([O:8][C:5]2[C:4]([Cl:27])=[CH:3][C:2]([Cl:1])=[CH:7][N:6]=2)=[C:13]1[C:14]1[CH:15]=[CH:16][C:17]([S:20]([CH3:23])(=[O:22])=[O:21])=[CH:18][CH:19]=1. Starting materials: ClC=1C=CC(=NC1)OC=1C(OC(C1C1=CC=C(C=C1)S(=O)(=O)C)(C)C)=O (3-(5-Chloro-2-pyridyloxy)-5,5-dimethyl-4-(4(methylsulfonyl)phenyl)-5H-furan-2-one), ClC=1C(NC=C(C1)Cl)=O (3,5-dichloro-2-pyridone), C1CCC2=NCCCN2CC1 (DBU). Yields the product CC1(C(=C(C(O1)=O)OC1=NC=C(C=C1Cl)Cl)C1=CC=C(C=C1)S(=O)(=O)C)C (5,5-dimethyl-4-(4-methylsulfonyl-phenyl)-3-(3,5-dichloro-pyridin-2-yloxy)-5H-furan-2-one). Reaction conditions: temperature 25 celsius.